This data is from the Open Reaction Database (ORD), a public repository of structured organic reaction records. The task is: describe an organic reaction: reactants, conditions, products, and yield Starting materials: C=1C=CC(=CC1)P(CCCP(C=2C=CC=CC2)C=3C=CC=CC3)C=4C=CC=CC4 (dppp), BrCCBr (1,2-dibromoethane), [OH-].[Na+] (NaOH), C(Cl)Cl (CH2Cl2). The reagents and catalysts are C(C)(=O)[O-].[Pd+2].C(C)(=O)[O-] (Palladium acetate). The solvent is ClCCCl (1,2-dichloroethane), CCCCC (pentane), CCCCC (pentane), CCOCC (ether). Conditions: time 1.5 hour. Product: P(C1=CC=CC=C1)(C1=CC=CC=C1)CCCP(=O)(C1=CC=CC=C1)C1=CC=CC=C1 (Ph2PCH2CH2CH2P(O)Ph2). Reaction SMILES: [CH:1]1[CH:2]=[CH:3][C:4]([P:7]([C:24]2[CH:25]=[CH:26][CH:27]=[CH:28][CH:29]=2)[CH2:8][CH2:9][CH2:10][P:11]([C:18]2[CH:19]=[CH:20][CH:21]=[CH:22][CH:23]=2)[C:12]2[CH:13]=[CH:14][CH:15]=[CH:16][CH:17]=2)=[CH:5][CH:6]=1.BrCCBr.[OH-:34].[Na+].C(Cl)Cl>ClCCCl.C([O-])(=O)C.[Pd+2].C([O-])(=O)C.CCCCC.CCOCC>[P:7]([CH2:8][CH2:9][CH2:10][P:11]([C:12]1[CH:17]=[CH:16][CH:15]=[CH:14][CH:13]=1)([C:18]1[CH:19]=[CH:20][CH:21]=[CH:22][CH:23]=1)=[O:34])([C:24]1[CH:29]=[CH:28][CH:27]=[CH:26][CH:25]=1)[C:4]1[CH:3]=[CH:2][CH:1]=[CH:6][CH:5]=1 |f:2.3,6.7.8|. Reported procedure: Palladium acetate (10 mg; 4.45×10-2 mmol), dppp (5.00 g; 12.14 mmol), and 1,2-dibromoethane (3.4 g; 18.9 mmol) were dissolved in 1,2-dichloroethane (15 mL). To this solution, aqueous NaOH (20% by weight; 10 mL) was added and the biphasic mixture was vigorously stirred under reflux for 6 hours until the originally yellow mixture turned pale yellow. The organic phase was filtered through a silica column which was then washed with CH2Cl2 /AcOEt (5:3 by volume) until the yellow band was about to com... The reactants are CC1=NC(=NC(=C1C(C(=O)OC)CC1=CC=CC=C1)C1=CC=C(C=C1)C)N1CCCCC1 (methyl 2-(4-methyl-2-(piperidin-1-yl)-6-p-tolylpyrimidin-5-yl)-3-phenylpropanoate), [OH-].[Na+] (sodium hydroxide). Solvent: CO (methanol). Yields the product CC1=NC(=NC(=C1C(C(=O)O)CC1=CC=CC=C1)C1=CC=C(C=C1)C)N1CCCCC1 (2-(4-methyl-2-(piperidin-1-yl)-6-p-tolylpyrimidin-5-yl)-3-phenylpropanoic acid). Isolated yield 84.2%. As a reaction SMILES: [CH3:1][C:2]1[C:7]([CH:8]([CH2:13][C:14]2[CH:19]=[CH:18][CH:17]=[CH:16][CH:15]=2)[C:9]([O:11]C)=[O:10])=[C:6]([C:20]2[CH:25]=[CH:24][C:23]([CH3:26])=[CH:22][CH:21]=2)[N:5]=[C:4]([N:27]2[CH2:32][CH2:31][CH2:30][CH2:29][CH2:28]2)[N:3]=1.[OH-].[Na+]>CO>[CH3:1][C:2]1[C:7]([CH:8]([CH2:13][C:14]2[CH:15]=[CH:16][CH:17]=[CH:18][CH:19]=2)[C:9]([OH:11])=[O:10])=[C:6]([C:20]2[CH:21]=[CH:22][C:23]([CH3:26])=[CH:24][CH:25]=2)[N:5]=[C:4]([N:27]2[CH2:28][CH2:29][CH2:30][CH2:31][CH2:32]2)[N:3]=1 |f:1.2|. Procedure details: This compound was prepared according to general method D from methyl 2-(4-methyl-2-(piperidin-1-yl)-6-p-tolylpyrimidin-5-yl)-3-phenylpropanoate (0.087 g; 0.203 mmol), sodium hydroxide 10N (0.203 mL; 2.02 mmol) in methanol (2 mL) to afford 0.071 g (80%) of the title compound as a white solid. Starting materials: Nc1ccc(Br)cc1F, C1CCOC1, C[Si](C)(C)[N-][Si](C)(C)C, COC(=O)c1ccc(=O)n(C)c1Cl, [Li+]. Yields the product COC(=O)c1ccc(=O)n(C)c1Nc1ccc(Br)cc1F. As a reaction SMILES: [Br:1][c:2]1[cH:3][c:4]([F:9])[c:5]([NH2:6])[cH:7][cH:8]1.[CH2:33]1[O:34][CH2:35][CH2:36][CH2:37]1.[CH3:10][Si:11]([N-:12][Si:13]([CH3:14])([CH3:15])[CH3:16])([CH3:17])[CH3:18].[Cl:20][c:21]1[n:22]([CH3:32])[c:23](=[O:31])[cH:24][cH:25][c:26]1[C:27](=[O:28])[O:29][CH3:30].[Li+:19]>>[Br:1][c:2]1[cH:3][c:4]([F:9])[c:5]([NH:6][c:21]2[n:22]([CH3:32])[c:23](=[O:31])[cH:24][cH:25][c:26]2[C:27](=[O:28])[O:29][CH3:30])[cH:7][cH:8]1. Reactants: CS(=O)(=O)Cl, CCOC(C)=O, CCN(C(C)C)C(C)C, Nc1nccc(CO)n1, C1CCOC1. Product: CS(=O)(=O)OCc1ccnc(N)n1. As a reaction SMILES: [CH3:10][S:11]([Cl:12])(=[O:13])=[O:14].[CH3:29][CH2:30][O:31][C:32](=[O:33])[CH3:34].[CH:1]([N:2]([CH2:3][CH3:4])[CH:5]([CH3:6])[CH3:7])([CH3:8])[CH3:9].[NH2:15][c:16]1[n:17][cH:18][cH:19][c:20]([CH2:22][OH:23])[n:21]1.[O:24]1[CH2:25][CH2:26][CH2:27][CH2:28]1>>[CH3:10][S:11](=[O:13])(=[O:14])[O:23][CH2:22][c:20]1[cH:19][cH:18][n:17][c:16]([NH2:15])[n:21]1. Reactants: OC(C[C@@]1(CCN(C(O1)=O)[C@@H](C)C1=CC=C(C=C1)B1OC(C(O1)(C)C)(C)C)C1=CC=CC=C1)(C)C ((S)-6-(2-hydroxy-2-methylpropyl)-6-phenyl-3-{(S)-1-[4-(4,4,5,5-tetramethyl-1,3,2-dioxaborolan-2-yl)phenyl]-ethyl}-1,3-oxazinan-2-one), BrC=1C=CC(=NC1)C1(CCOCC1)C(=O)N (4-(5-bromo-pyridin-2-yl)-tetrahydro-pyran-4-carboxylic acid amide). Yields the product OC(C[C@@]1(CCN(C(O1)=O)[C@@H](C)C1=CC=C(C=C1)C=1C=CC(=NC1)C1(CCOCC1)C(=O)N)C1=CC=CC=C1)(C)C (4-[5-(4-{(S)-1-[(S)-6-(2-Hydroxy-2-methyl-propyl)-2-oxo-6-phenyl-[1,3]oxazinan-3-yl]-ethyl}-phenyl)-pyridin-2-yl]-tetrahydro-pyran-4-carboxylic acid amide). The yield is 97.0%. As a reaction SMILES: [OH:1][C:2]([CH3:35])([CH3:34])[CH2:3][C@@:4]1([C:28]2[CH:33]=[CH:32][CH:31]=[CH:30][CH:29]=2)[O:9][C:8](=[O:10])[N:7]([C@H:11]([C:13]2[CH:18]=[CH:17][C:16](B3OC(C)(C)C(C)(C)O3)=[CH:15][CH:14]=2)[CH3:12])[CH2:6][CH2:5]1.Br[C:37]1[CH:38]=[CH:39][C:40]([C:43]2([C:49]([NH2:51])=[O:50])[CH2:48][CH2:47][O:46][CH2:45][CH2:44]2)=[N:41][CH:42]=1>>[OH:1][C:2]([CH3:34])([CH3:35])[CH2:3][C@@:4]1([C:28]2[CH:33]=[CH:32][CH:31]=[CH:30][CH:29]=2)[O:9][C:8](=[O:10])[N:7]([C@H:11]([C:13]2[CH:14]=[CH:15][C:16]([C:37]3[CH:38]=[CH:39][C:40]([C:43]4([C:49]([NH2:51])=[O:50])[CH2:48][CH2:47][O:46][CH2:45][CH2:44]4)=[N:41][CH:42]=3)=[CH:17][CH:18]=2)[CH3:12])[CH2:6][CH2:5]1. Reported procedure: The title compound was prepared from (S)-6-(2-hydroxy-2-methylpropyl)-6-phenyl-3-{(S)-1-[4-(4,4,5,5-tetramethyl-1,3,2-dioxaborolan-2-yl)phenyl]-ethyl}-1,3-oxazinan-2-one and 4-(5-bromo-pyridin-2-yl)-tetrahydro-pyran-4-carboxylic acid amide following a procedure analogous to that described in Example 1. Yield: 97% of theory; LC (method 1): tR=1.81 min; Mass spectrum (ESI+): m/z=558 [M+H]+. Reactants: C(C)(=O)O.C(N)(=N)N1C[C@@H](CCC1)CNC(=O)C[C@@H](C(=O)N1C(C[C@@H](CC1)C)C(=O)OCC)NS(=O)(=O)C1=CC2=CC=CC=C2C=C1 (ethyl (2RS,4R)-1-[(S)-3-[[[(S)-1-amidino-3-piperidinyl]methyl]carbamoyl]-2-(2-naphthylsulfonamido)propionyl]-4-methyl-2-piperidinecarboxylate acetate), [OH-].[Na+] (sodium hydroxide). Yields the product C(N)(=N)N1C[C@@H](CCC1)CNC(C[C@H](NS(=O)(=O)C1=CC2=CC=CC=C2C=C1)C(=O)N1C(C[C@@H](CC1)C)C(=O)O)=O ((2RS,4R)-1-[N4 -[[(S)-1-amidino-3-piperidinyl]methyl]-N2 -(2-naphthylsulfonyl)-L-asparaginyl]-4-methyl-2-piperidinecarboxylic acid). RXN SMILES: C(O)(=O)C.[C:5]([N:8]1[CH2:13][CH2:12][CH2:11][C@@H:10]([CH2:14][NH:15][C:16]([CH2:18][C@H:19]([NH:34][S:35]([C:38]2[CH:47]=[CH:46][C:45]3[C:40](=[CH:41][CH:42]=[CH:43][CH:44]=3)[CH:39]=2)(=[O:37])=[O:36])[C:20]([N:22]2[CH2:27][CH2:26][C@@H:25]([CH3:28])[CH2:24][CH:23]2[C:29]([O:31]CC)=[O:30])=[O:21])=[O:17])[CH2:9]1)(=[NH:7])[NH2:6].[OH-].[Na+]>>[C:5]([N:8]1[CH2:13][CH2:12][CH2:11][C@@H:10]([CH2:14][NH:15][C:16](=[O:17])[CH2:18][C@@H:19]([C:20]([N:22]2[CH2:27][CH2:26][C@@H:25]([CH3:28])[CH2:24][CH:23]2[C:29]([OH:31])=[O:30])=[O:21])[NH:34][S:35]([C:38]2[CH:47]=[CH:46][C:45]3[C:40](=[CH:41][CH:42]=[CH:43][CH:44]=3)[CH:39]=2)(=[O:37])=[O:36])[CH2:9]1)(=[NH:6])[NH2:7] |f:0.1,2.3|. Procedure details: By treating the product from Example 68 with methanolic sodium hydroxide solution there is obtained (2RS,4R)-1-[N4 -[[(S)-1-amidino-3-piperidinyl]methyl]-N2 -(2-naphthylsulfonyl)-L-asparaginyl]-4-methyl-2-piperidinecarboxylic acid (epimers 1:1), FAB-MS: 587 (M+H)+.